Dataset: the Open Reaction Database (ORD), a public repository of structured organic reaction records. Task: describe an organic reaction: reactants, conditions, products, and yield Reactants: CCCC[Sn](Cl)(CCCC)CCCC, C1CCOC1, [Cl-], [NH4+], [Li]CSc1ccccc1. The product is CCCC[Sn](CCCC)(CCCC)CSc1ccccc1. Reaction SMILES: [CH2:10]([CH2:11][CH2:12][CH3:13])[Sn:14]([CH2:15][CH2:16][CH2:17][CH3:18])([CH2:19][CH2:20][CH2:21][CH3:22])[Cl:23].[CH2:26]1[O:27][CH2:28][CH2:29][CH2:30]1.[Cl-:24].[NH4+:25].[c:1]1([S:7][CH2:8][Li:9])[cH:2][cH:3][cH:4][cH:5][cH:6]1>>[c:1]1([S:7][CH2:8][Sn:14]([CH2:10][CH2:11][CH2:12][CH3:13])([CH2:15][CH2:16][CH2:17][CH3:18])[CH2:19][CH2:20][CH2:21][CH3:22])[cH:2][cH:3][cH:4][cH:5][cH:6]1.